Task: describe an organic reaction: reactants, conditions, products, and yield. Dataset: the Open Reaction Database (ORD), a public repository of structured organic reaction records Reactants: ClC1=NC2=CC=C(C=C2C(=N1)Cl)OC (2,4-dichloro-6-methoxyquinazoline), C[O-].[Na+] (sodium methoxide), O (Water). Solvent: CO (methanol). Reaction conditions: time 6 hour. Product: ClC1=NC2=CC=C(C=C2C(=N1)OC)OC (2-chloro-4,6-dimethoxyquinazoline). Isolated yield 61.8%. Reaction SMILES: [Cl:1][C:2]1[N:11]=[C:10](Cl)[C:9]2[C:4](=[CH:5][CH:6]=[C:7]([O:13][CH3:14])[CH:8]=2)[N:3]=1.[CH3:15][O-:16].[Na+].O>CO>[Cl:1][C:2]1[N:11]=[C:10]([O:16][CH3:15])[C:9]2[C:4](=[CH:5][CH:6]=[C:7]([O:13][CH3:14])[CH:8]=2)[N:3]=1 |f:1.2|. Procedure details: A solution of 2,4-dichloro-6-methoxyquinazoline (0.33 g) in methanol (5 mL) was added sodium methoxide (0.086 g), and the mixture was stirred at room temperature for 6 h. Water was added to the reaction mixture, and the aqueous layer was extracted with chloroform. The organic layer was concentrated under reduced pressure, and the residue was purified by silica gel column chromatography (silica gel, chloroform/methanol=50:1) to obtain 2-chloro-4,6-dimethoxyquinazoline (0.20 g).